From a dataset of the Open Reaction Database (ORD), a public repository of structured organic reaction records. describe an organic reaction: reactants, conditions, products, and yield Starting materials: N(=NC(=O)OCC)C(=O)OCC (diethyl azodicarboxylate), OC=1C=CC2=C(C(C=C(O2)C2=CC=CC=C2)=O)C1 (6-hydroxy-2-phenyl-4-oxo-4H-1-benzopyran), OC=1C=CC2=C(C(C=C(O2)C2=CC=CC=C2)=O)C1 (6-hydroxy-2-phenyl-4-oxo-4H-1-benzopyran), CN1C(N(C(C=C1N1CCN(CC1)CCCO)=O)C)=O (1,3-dimethyl-6-[4-(3-hydroxypropyl)piperazine-1-yl]-2,4(1H,3H)-pyrimidinedione), CN1C(N(C(C=C1N1CCN(CC1)CCCO)=O)C)=O (1,3-dimethyl-6-[4-(3-hydroxypropyl)piperazine-1-yl]-2,4(1H,3H)-pyrimidinedione), C1(=CC=CC=C1)P(C1=CC=CC=C1)C1=CC=CC=C1 (triphenylphosphine), C(C(=O)[O-])(=O)[O-] (oxalate), C(C(=O)O)(=O)O.CN1C(N(C(C=C1N1CCN(CC1)CCCOC=1C=CC2=C(C(C=C(O2)C2=CC=CC=C2)=O)C1)=O)C)=O (1,3-dimethyl-6-(4-[3-(2-phenyl-4-oxo-4H-1-benzopyran-6-yl)oxypropyl]piperazine-1-yl)-2,4(1H,3H)-pyrimidinedione oxalate). Run in O1CCCC1 (tetrahydrofuran). Reaction conditions: time 1 hour. Yields the product CN1C(N(C(C=C1N1CCN(CC1)CCCOC=1C=CC2=C(C(C=C(O2)C2=CC=CC=C2)=O)C1)=O)C)=O (1,3-dimethyl-6-(4-[3-(2-phenyl-4-oxo-4H-1-benzopyran-6-yl)oxypropyl]piperazine-1-yl)-2,4(1H,3H)-pyrimidinedione). Yield: 43.0%. RXN SMILES: [OH:1][C:2]1[CH:3]=[CH:4][C:5]2[O:10][C:9]([C:11]3[CH:16]=[CH:15][CH:14]=[CH:13][CH:12]=3)=[CH:8][C:7](=[O:17])[C:6]=2[CH:18]=1.[CH3:19][N:20]1[C:25]([N:26]2[CH2:31][CH2:30][N:29]([CH2:32][CH2:33][CH2:34]O)[CH2:28][CH2:27]2)=[CH:24][C:23](=[O:36])[N:22]([CH3:37])[C:21]1=[O:38].C1(P(C2C=CC=CC=2)C2C=CC=CC=2)C=CC=CC=1.N(C(OCC)=O)=NC(OCC)=O.C([O-])(=O)C([O-])=O.C(O)(=O)C(O)=O.CN1C(N2CCN(CCCOC3C=CC4OC(C5C=CC=CC=5)=CC(=O)C=4C=3)CC2)=CC(=O)N(C)C1=O>O1CCCC1>[CH3:19][N:20]1[C:25]([N:26]2[CH2:31][CH2:30][N:29]([CH2:32][CH2:33][CH2:34][O:1][C:2]3[CH:3]=[CH:4][C:5]4[O:10][C:9]([C:11]5[CH:16]=[CH:15][CH:14]=[CH:13][CH:12]=5)=[CH:8][C:7](=[O:17])[C:6]=4[CH:18]=3)[CH2:28][CH2:27]2)=[CH:24][C:23](=[O:36])[N:22]([CH3:37])[C:21]1=[O:38] |f:5.6|. Reported procedure: In 40 ml of tetrahydrofuran were dissolved 0.84 g of 6-hydroxy-2-phenyl-4-oxo-4H-1-benzopyran (Compound 27), 0.5 g of the previously obtained 1,3-dimethyl-6-[4-(3-hydroxypropyl)piperazine-1-yl]-2,4(1H,3H)-pyrimidinedione (Compound 26) and 0.66 g of triphenylphosphine. Then, 0.4 ml of diethyl azodicarboxylate was added to the solution, followed by stirring for 1 hour. The resultant reaction solution was concentrated under reduced pressure, and the resultant residue was purified through a silica g... Starting materials: O=C=NCc1ccccc1, CNN, CO, ClC(Cl)Cl, Cl. The product is CN(N)C(=O)NCc1ccccc1. RXN SMILES: [CH2:1]([c:2]1[cH:3][cH:4][cH:5][cH:6][cH:7]1)[N:8]=[C:9]=[O:10].[CH3:11][NH:12][NH2:13].[CH3:14][OH:15].[Cl:16][CH:17]([Cl:18])[Cl:19].[ClH:20]>>[CH2:1]([c:2]1[cH:3][cH:4][cH:5][cH:6][cH:7]1)[NH:8][C:9](=[O:10])[N:12]([CH3:11])[NH2:13]. Starting materials: COC(=O)c1ccc(C=Cc2ccc(SC)cc2)nc1, CO, [Na+], [OH-]. Yields the product CSc1ccc(C=Cc2ccc(C(=O)O)cn2)cc1. RXN SMILES: [CH3:1][S:2][c:3]1[cH:4][cH:5][c:6]([CH:9]=[CH:10][c:11]2[n:12][cH:13][c:14]([C:15](=[O:16])[O:17][CH3:18])[cH:19][cH:20]2)[cH:7][cH:8]1.[CH3:23][OH:24].[Na+:22].[OH-:21]>>[CH3:1][S:2][c:3]1[cH:4][cH:5][c:6]([CH:9]=[CH:10][c:11]2[n:12][cH:13][c:14]([C:15](=[O:16])[OH:17])[cH:19][cH:20]2)[cH:7][cH:8]1. Reactants: C(#N)C1=CC2=C(N(C([C@H]([C@@H](N2C(CS(=O)(=O)C)=O)C)NC([C@H](CC)N(C(OC(C)(C)C)=O)C)=O)=O)CC2=C(C=CC3=CC=CC=C23)C)C=C1 (tert-butyl(S)-1-((3S,4S)-7-cyano-4-methyl-1-((2-methylnaphthalen-1-yl)methyl)-5-(2-(methylsulfonyl)acetyl)-2-oxo-2,3,4,5-tetrahydro-1H-benzo[b][1,4]diazepin-3-ylamino)-1-oxobutan-2-yl(methyl)carbamate), Cl (HCl). Solvent: O1CCOCC1 (dioxane), CCOCC (Et2O). Yields the product Cl.C(#N)C1=CC2=C(N(C([C@H]([C@@H](N2C(CS(=O)(=O)C)=O)C)NC([C@H](CC)NC)=O)=O)CC2=C(C=CC3=CC=CC=C23)C)C=C1 ((S)-N-((3S,4S)-7-cyano-4-methyl-1-((2-methylnaphthalen-1-yl)methyl)-5-(2-(methylsulfonyl)acetyl)-2-oxo-2,3,4,5-tetrahydro-1H-benzo[b][1,4]diazepin-3-yl)-2-(methylamino)butanamide hydrochloride). Yield: 85.0%. Reaction SMILES: [C:1]([C:3]1[CH:49]=[CH:48][C:6]2[N:7]([CH2:36][C:37]3[C:46]4[C:41](=[CH:42][CH:43]=[CH:44][CH:45]=4)[CH:40]=[CH:39][C:38]=3[CH3:47])[C:8](=[O:35])[C@@H:9]([NH:20][C:21](=[O:34])[C@@H:22]([N:25](C)[C:26](=O)OC(C)(C)C)[CH2:23][CH3:24])[C@H:10]([CH3:19])[N:11]([C:12](=[O:18])[CH2:13][S:14]([CH3:17])(=[O:16])=[O:15])[C:5]=2[CH:4]=1)#[N:2].[ClH:50]>O1CCOCC1.CCOCC>[ClH:50].[C:1]([C:3]1[CH:49]=[CH:48][C:6]2[N:7]([CH2:36][C:37]3[C:46]4[C:41](=[CH:42][CH:43]=[CH:44][CH:45]=4)[CH:40]=[CH:39][C:38]=3[CH3:47])[C:8](=[O:35])[C@@H:9]([NH:20][C:21](=[O:34])[C@@H:22]([NH:25][CH3:26])[CH2:23][CH3:24])[C@H:10]([CH3:19])[N:11]([C:12](=[O:18])[CH2:13][S:14]([CH3:17])(=[O:16])=[O:15])[C:5]=2[CH:4]=1)#[N:2] |f:4.5|. Reported procedure: A rt solution of tert-butyl(S)-1-((3S,4S)-7-cyano-4-methyl-1-((2-methylnaphthalen-1-yl)methyl)-5-(2-(methylsulfonyl)acetyl)-2-oxo-2,3,4,5-tetrahydro-1H-benzo[b][1,4]diazepin-3-ylamino)-1-oxobutan-2-yl(methyl)carbamate (117 mg, 170 μmol) in 4 M HCl in dioxane (848 μl) was stirred for 1 h. The reaction was diluted with Et2O and the resulting solids were collected by vacuum filtration, taken up in MeCN—H2O, and lyophilized to provide (S)-N-((3S,4S)-7-cyano-4-methyl-1-((2-methylnaphthalen-1-yl)methy... Reactants: CCCCCO, CN(C)c1ccncc1, O=C1CCC(=O)O1, CN(C)C=O. Yields the product CCCCCOC(=O)CCC(=O)O. As a reaction SMILES: [CH2:8]([CH2:9][CH2:10][CH2:11][CH3:12])[OH:13].[CH3:14][N:15]([c:16]1[cH:17][cH:18][n:19][cH:20][cH:21]1)[CH3:22].[O:1]=[C:2]1[CH2:3][CH2:4][C:5](=[O:6])[O:7]1.[O:23]=[CH:24][N:25]([CH3:26])[CH3:27]>>[O:1]=[C:2]([CH2:3][CH2:4][C:5](=[O:6])[O:13][CH2:8][CH2:9][CH2:10][CH2:11][CH3:12])[OH:7]. The reactants are ClC1=CC=C(OC2=CC(=C(C(=O)OC)C=C2C=2C(=NC=CC2)OC)F)C=C1 (methyl 4-(4-chlorophenoxy)-2-fluoro-5-(2-methoxypyridin-3-yl)benzoate), [OH-].[Li+] (lithium hydroxide). Solvent: C1CCOC1 (THF). Run at time 72 hour. Yields the product ClC1=CC=C(OC2=CC(=C(C(=O)O)C=C2C=2C(=NC=CC2)OC)F)C=C1 (4-(4-Chlorophenoxy)-2-fluoro-5-(2-methoxypyridin-3-yl)benzoic acid). Yield: 126.3%. As a reaction SMILES: [Cl:1][C:2]1[CH:27]=[CH:26][C:5]([O:6][C:7]2[C:16]([C:17]3[C:18]([O:23][CH3:24])=[N:19][CH:20]=[CH:21][CH:22]=3)=[CH:15][C:10]([C:11]([O:13]C)=[O:12])=[C:9]([F:25])[CH:8]=2)=[CH:4][CH:3]=1.[OH-].[Li+]>C1COCC1>[Cl:1][C:2]1[CH:27]=[CH:26][C:5]([O:6][C:7]2[C:16]([C:17]3[C:18]([O:23][CH3:24])=[N:19][CH:20]=[CH:21][CH:22]=3)=[CH:15][C:10]([C:11]([OH:13])=[O:12])=[C:9]([F:25])[CH:8]=2)=[CH:4][CH:3]=1 |f:1.2|. Procedure details: To a solution of methyl 4-(4-chlorophenoxy)-2-fluoro-5-(2-methoxypyridin-3-yl)benzoate (Preparation 31, 194 mg, 0.50 mmol) in THF (10 mL) was added aqueous lithium hydroxide solution (1M, 2.51 mL, 2.51 mmol) and the mixture stirred for 72 hours at room temperature under a nitrogen atmosphere. The reaction was then concentrated in vacuo to afford the title compound as a white solid (236 mg, 100%).